From a dataset of the Open Reaction Database (ORD), a public repository of structured organic reaction records. describe an organic reaction: reactants, conditions, products, and yield RXN SMILES: [CH3:1][O:2][C:3]1[CH:4]=[C:5]2[C:10](=[CH:11][C:12]=1[O:13][CH2:14][CH2:15][CH2:16][N:17]1[CH2:22][CH2:21][O:20][CH2:19][CH2:18]1)[N:9]=[CH:8][NH:7][C:6]2=O.S(Cl)(Cl)=O.[F:28][C:29]1[CH:35]=[C:34]([CH3:36])[C:33]([OH:37])=[CH:32][C:30]=1[NH2:31]>CN(C=O)C.C(O)(C)C>[F:28][C:29]1[CH:35]=[C:34]([CH3:36])[C:33]([OH:37])=[CH:32][C:30]=1[NH:31][C:6]1[C:5]2[C:10](=[CH:11][C:12]([O:13][CH2:14][CH2:15][CH2:16][N:17]3[CH2:22][CH2:21][O:20][CH2:19][CH2:18]3)=[C:3]([O:2][CH3:1])[CH:4]=2)[N:9]=[CH:8][N:7]=1. The yield is 27.3%. Procedure: A mixture of 6-methoxy-7-(3-morpholinopropoxy)-3,4-dihydroquinazolin-4-one (370 mg, 1.16 mmol), thionyl chloride (5 ml) and DMF (3 drops) was heated at reflux for 2 hours and allowed to cool. The excess thionyl chloride was removed by evaporation and the residue was azeotroped with toluene. A solution of 2-fluoro-5-hydroxy-4-methylaniline (220 mg, 1.56 mmol) in isopropanol (10 ml) was added to the solid residue and the mixture was heated at reflux for 2 hours and then allowed to cool. The result... Starting materials: COC=1C=C2C(NC=NC2=CC1OCCCN1CCOCC1)=O (6-methoxy-7-(3-morpholinopropoxy)-3,4-dihydroquinazolin-4-one), S(=O)(Cl)Cl (thionyl chloride), FC1=C(N)C=C(C(=C1)C)O (2-fluoro-5-hydroxy-4-methylaniline). Run in C(C)(C)O (isopropanol). Product: FC1=C(NC2=NC=NC3=CC(=C(C=C23)OC)OCCCN2CCOCC2)C=C(C(=C1)C)O (4-(2-fluoro-5-hydroxy-4-methylanilino)-6-methoxy-7-(3-morpholinopropoxy)quinazoline). Reagents/catalysts: CN(C)C=O (DMF). Reactants: [Cl-], COc1cc2ncnc(Nc3ccc(C(=O)Nc4ccccc4)c(Cl)c3)c2cc1OC, Cl. The product is Nc1ccc(C(=O)Nc2ccccc2)c(Cl)c1. RXN SMILES: [Cl-:33].[Cl:2][c:3]1[cH:4][c:5]([NH:6][c:7]2[c:8]3[c:9]([cH:10][c:11]([O:12][CH3:13])[c:14]([O:15][CH3:16])[cH:17]3)[n:18][cH:19][n:20]2)[cH:21][cH:22][c:23]1[C:24]([NH:25][c:26]1[cH:27][cH:28][cH:29][cH:30][cH:31]1)=[O:32].[ClH:1]>>[Cl:2][c:3]1[cH:4][c:5]([NH2:6])[cH:21][cH:22][c:23]1[C:24]([NH:25][c:26]1[cH:27][cH:28][cH:29][cH:30][cH:31]1)=[O:32]. The reactants are OC1=CC=CC2=C1C(C1=CC=CC=C1C21CCN(CC1)C)(C)O (4,10-Dihydroxy-1',10-dimethyl-9,10-dihydroanthracene-9-spiro-4'-piperidine), C([O-])([O-])=O.[Na+].[Na+] (sodium carbonate). The solvent is Cl (hydrochloric acid). The product is OC1=CC=CC2=C1C(C1=CC=CC=C1C21CCN(CC1)C)=C (4-hydroxy-1'-methyl-10-methylene-9,10-dihydroanthracene-9-spiro-4'-piperidine). RXN SMILES: [OH:1][C:2]1[C:7]2[C:8](O)([CH3:22])[C:9]3[C:14]([C:15]4([CH2:20][CH2:19][N:18]([CH3:21])[CH2:17][CH2:16]4)[C:6]=2[CH:5]=[CH:4][CH:3]=1)=[CH:13][CH:12]=[CH:11][CH:10]=3.C(=O)([O-])[O-].[Na+].[Na+]>Cl>[OH:1][C:2]1[C:7]2[C:8](=[CH2:22])[C:9]3[C:14]([C:15]4([CH2:16][CH2:17][N:18]([CH3:21])[CH2:19][CH2:20]4)[C:6]=2[CH:5]=[CH:4][CH:3]=1)=[CH:13][CH:12]=[CH:11][CH:10]=3 |f:1.2.3|. Procedure details: 4,10-Dihydroxy-1',10-dimethyl-9,10-dihydroanthracene-9-spiro-4'-piperidine (5 mg.) in hydrochloric acid (1 ml., 3N) is warmed on the steam bath for 10 minutes. The reaction mixture is basified with sodium carbonate and extracted with ether. The ether extract is washed with brine and evaporated to give a gum which on crystallisation from ethanol gives 4-hydroxy-1'-methyl-10-methylene-9,10-dihydroanthracene-9-spiro-4'-piperidine, m.p. 117°-120°C. Reactants: ClC1=C(C(=CC=C1F)Cl)\C=N\N1C=CC2=NC=C(C=C21)C=2C=NN(C2)C2CCN(CC2)C(=O)OC(C)(C)C (tert-butyl 4-[4-(1-{[(E)-(2,6-dichloro-3-fluorophenyl)methylidene]amino}-1H-pyrrolo[3,2-b]pyridin-6-yl)-1H-pyrazol-1-yl]piperidine-1-carboxylate), Cl (HCl). Solvent: CO (MeOH). Yields the product ClC1=C(C(=CC=C1F)Cl)\C=N\N1C=CC2=NC=C(C=C21)C=2C=NN(C2)C2CCNCC2 (N-[(E)-(2,6-dichloro-3-fluorophenyl)methylidene]-6-[1-(piperidin-4-yl)-1H-pyrazol-4-yl]-1H-pyrrolo[3,2-b]pyridin-1-amine). Isolated yield 52.6%. RXN SMILES: [Cl:1][C:2]1[C:7]([F:8])=[CH:6][CH:5]=[C:4]([Cl:9])[C:3]=1/[CH:10]=[N:11]/[N:12]1[C:20]2[C:15](=[N:16][CH:17]=[C:18]([C:21]3[CH:22]=[N:23][N:24]([CH:26]4[CH2:31][CH2:30][N:29](C(OC(C)(C)C)=O)[CH2:28][CH2:27]4)[CH:25]=3)[CH:19]=2)[CH:14]=[CH:13]1.Cl>CO>[Cl:1][C:2]1[C:7]([F:8])=[CH:6][CH:5]=[C:4]([Cl:9])[C:3]=1/[CH:10]=[N:11]/[N:12]1[C:20]2[C:15](=[N:16][CH:17]=[C:18]([C:21]3[CH:22]=[N:23][N:24]([CH:26]4[CH2:27][CH2:28][NH:29][CH2:30][CH2:31]4)[CH:25]=3)[CH:19]=2)[CH:14]=[CH:13]1. Procedure: A solution of tert-butyl 4-[4-(1-{[(E)-(2,6-dichloro-3-fluorophenyl)methylidene]amino}-1H-pyrrolo[3,2-b]pyridin-6-yl)-1H-pyrazol-1-yl]piperidine-1-carboxylate (15 mg, 0.027 mmol) in MeOH (0.5 mL) was treated with HCl (4.0M solution in dioxane, 2.0 mL) at room temperature for 2 h. Solvents were removed and the residue was treated with aqueous NaHCO3, and extracted with ethyl acetate. The organic layer was dried, evaporated to afford the desired intermediate as a yellowish solid (6.5 mg, yield 53%... Starting materials: FC1=C(C=CC(=C1)C(F)(F)F)C(=O)Cl (2-Fluoro-4-(trifluoromethyl)-1-benzenecarbonyl chloride), FC1=C(C=CC(=C1)C(F)(F)F)C(=O)Cl (2-Fluoro-4-(trifluoromethyl)-1-benzenecarbonyl chloride), NC1=C2C(=NC=N1)N(N=C2C2=CC(=C(C=C2)N)OC)C2CCN(CC2)C(=O)OC(C)(C)C (tert-butyl 4-[4-amino-3-(4-amino-3-methoxyphenyl)-1H-pyrazolo[3,4-d]pyrimidin-1-yl]-1-piperidinecarboxylate). Solvent: ClCCl (dichloromethane), N1=CC=CC=C1 (pyridine). Conditions: time 5 minute. Yields the product NC1=C2C(=NC=N1)N(N=C2C2=CC(=C(C=C2)NC(C2=C(C=C(C=C2)C(F)(F)F)F)=O)OC)C2CCN(CC2)C(=O)OC(C)(C)C (tert-Butyl 4-[4-amino-3-(4-[2-fluoro-4-(trifluoromethyl)benzoyl]amino-3-methoxyphenyl)-1H-pyrazolo[3,4-d]pyrimidin-1-yl]-1-piperidinecarboxylate). Isolated yield 88.9%. RXN SMILES: [F:1][C:2]1[CH:7]=[C:6]([C:8]([F:11])([F:10])[F:9])[CH:5]=[CH:4][C:3]=1[C:12](Cl)=[O:13].[NH2:15][C:16]1[N:21]=[CH:20][N:19]=[C:18]2[N:22]([CH:34]3[CH2:39][CH2:38][N:37]([C:40]([O:42][C:43]([CH3:46])([CH3:45])[CH3:44])=[O:41])[CH2:36][CH2:35]3)[N:23]=[C:24]([C:25]3[CH:30]=[CH:29][C:28]([NH2:31])=[C:27]([O:32][CH3:33])[CH:26]=3)[C:17]=12>ClCCl.N1C=CC=CC=1>[NH2:15][C:16]1[N:21]=[CH:20][N:19]=[C:18]2[N:22]([CH:34]3[CH2:35][CH2:36][N:37]([C:40]([O:42][C:43]([CH3:46])([CH3:45])[CH3:44])=[O:41])[CH2:38][CH2:39]3)[N:23]=[C:24]([C:25]3[CH:30]=[CH:29][C:28]([NH:31][C:12](=[O:13])[C:3]4[CH:4]=[CH:5][C:6]([C:8]([F:11])([F:10])[F:9])=[CH:7][C:2]=4[F:1])=[C:27]([O:32][CH3:33])[CH:26]=3)[C:17]=12. Procedure: 2-Fluoro-4-(trifluoromethyl)-1-benzenecarbonyl chloride (3.05 mL, 20.2 mmol) in dichloromethane (25 mL) was added to a solution of tert-butyl 4-[4-amino-3-(4-amino-3-methoxyphenyl)-1H-pyrazolo[3,4-d]pyrimidin-1-yl]-1-piperidinecarboxylate (8.77 g, 20.0 mmol) in pyridine (50 mL) at 0° C. After 5 minutes, the ice water bath was removed and the reaction mixture stirred at room temperature for 1 hours. 2-Fluoro-4-(trifluoromethyl)-1-benzenecarbonyl chloride (0.5 mL, 3.31 mmol) was added and the reac... Reactants: CS(=O)(=O)O.C1=CC(=CC=C1[C@@H]2CCNC[C@H]2COC=3C=CC4=C(C3)OCO4)F (paroxetine mesylate), C(C)(=O)OCC (ethyl acetate). The solvent is C(C)O (ethanol). The product is C1=CC(=CC=C1[C@@H]2CCNC[C@H]2COC=3C=CC4=C(C3)OCO4)F (paroxetine). Reaction SMILES: CS(O)(=O)=O.[CH:6]1[C:11]([C@H:12]2[C@H:17]([CH2:18][O:19][C:20]3[CH:21]=[CH:22][C:23]4[O:28][CH2:27][O:26][C:24]=4[CH:25]=3)[CH2:16][NH:15][CH2:14][CH2:13]2)=[CH:10][CH:9]=[C:8]([F:29])[CH:7]=1.C(OCC)(=O)C>C(O)C>[CH:10]1[C:11]([C@H:12]2[C@H:17]([CH2:18][O:19][C:20]3[CH:21]=[CH:22][C:23]4[O:28][CH2:27][O:26][C:24]=4[CH:25]=3)[CH2:16][NH:15][CH2:14][CH2:13]2)=[CH:6][CH:7]=[C:8]([F:29])[CH:9]=1 |f:0.1|. Procedure details: In the production of paroxetine mesylate, ethyl acetate or ethanol are the most suitable solvents for the salt formation. In an industrially suitable process, paroxetine obtained by the present process is dissolved in said solvent at increased temperature, preferably between 50° C. and 70° C. and methane sulphonic acid is added at the same temperature to the solution. The resulting solution is cooled to a temperature close to ambient, e.g. 20° C.-30° C., inoculated with a seeding crystal and coo... Starting materials: NC1=C(C=CC(=C1)C=1SC(=CC1)Cl)NC(OC(C)(C)C)=O (tert-Butyl 2-amino-4-(5-chlorothiophen-2-yl)phenylcarbamate), CN([C@H]1CN(CC1)CC1=CC=C(C(=O)O)C=C1)C ((R)-4-((3-(Dimethylamino)pyrrolidin-1-yl)methyl)benzoic acid), O1CCN(CC1)C1CN(CC1)C1=CC=C(C(=O)O)C=C1 (4-(3-Morpholinopyrrolidin-1-yl)benzoic acid). The product is O1CCN(CC1)C1CN(CC1)C1=CC=C(C(=O)NC2=C(C=CC(=C2)C=2SC=CC2)NC(OC(C)(C)C)=O)C=C1 (tert-Butyl 2-(4-(3-morpholinopyrrolidin-1-yl)benzamido)-4-(thiophen-2-yl)phenylcarbamate). Isolated yield 40.0%. Reaction SMILES: [NH2:1][C:2]1[CH:7]=[C:6]([C:8]2[S:9][C:10](Cl)=[CH:11][CH:12]=2)[CH:5]=[CH:4][C:3]=1[NH:14][C:15](=[O:21])[O:16][C:17]([CH3:20])([CH3:19])[CH3:18].CN(C)[C@@H]1CCN(CC2C=CC(C(O)=O)=CC=2)C1.[O:40]1[CH2:45][CH2:44][N:43]([CH:46]2[CH2:50][CH2:49][N:48]([C:51]3[CH:59]=[CH:58][C:54]([C:55](O)=[O:56])=[CH:53][CH:52]=3)[CH2:47]2)[CH2:42][CH2:41]1>>[O:40]1[CH2:45][CH2:44][N:43]([CH:46]2[CH2:50][CH2:49][N:48]([C:51]3[CH:59]=[CH:58][C:54]([C:55]([NH:1][C:2]4[CH:7]=[C:6]([C:8]5[S:9][CH:10]=[CH:11][CH:12]=5)[CH:5]=[CH:4][C:3]=4[NH:14][C:15](=[O:21])[O:16][C:17]([CH3:20])([CH3:19])[CH3:18])=[O:56])=[CH:53][CH:52]=3)[CH2:47]2)[CH2:42][CH2:41]1. Reported procedure: Following the same procedure as described in Example 1, step 6 (scheme 1), but substituting compound 4 for compound 168 and compound 7 for compound 269, title compound 270 was obtained in 40% yield.